From a dataset of the Open Reaction Database (ORD), a public repository of structured organic reaction records. describe an organic reaction: reactants, conditions, products, and yield Reactants: CC(C)C(N)CO, N#Cc1c(N)cccc1F. Product: CC(C)C(N)COc1cccc(N)c1C#N. RXN SMILES: [NH2:1][CH:2]([CH2:3][OH:4])[CH:5]([CH3:6])[CH3:7].[NH2:8][c:9]1[c:10]([C:11]#[N:12])[c:13]([F:17])[cH:14][cH:15][cH:16]1>>[NH2:1][CH:2]([CH2:3][O:4][c:13]1[c:10]([C:11]#[N:12])[c:9]([NH2:8])[cH:16][cH:15][cH:14]1)[CH:5]([CH3:6])[CH3:7]. Starting materials: FC(C1=NC2=C(NC(C1)=O)C=CC=C2)(F)F (4-trifluoromethyl-1,3-dihydro-1,5-benzodiazepin-2(2H)-one), [H-].[Na+] (sodium hydride), C(C1=CC=CC=C1)Br (benzyl bromide). Solvent: O (water), CN(C=O)C (N,N-dimethylformamide). Conditions: time 15 minute. Yields the product C(C1=CC=CC=C1)N1C(C(C(=NC2=C1C=CC=C2)C(F)(F)F)CC2=CC=CC=C2)=O (1,3-dibenzyl-4-trifluoromethyl-1,3-dihydro-1,5-benzodiazepin-2(2H)-one). Isolated yield 61.7%. RXN SMILES: [F:1][C:2]([F:16])([F:15])[C:3]1[CH2:9][C:8](=[O:10])[NH:7][C:6]2[CH:11]=[CH:12][CH:13]=[CH:14][C:5]=2[N:4]=1.[H-].[Na+].[CH2:19](Br)[C:20]1[CH:25]=[CH:24][CH:23]=[CH:22][CH:21]=1>CN(C)C=O.O>[CH2:19]([N:7]1[C:6]2[CH:11]=[CH:12][CH:13]=[CH:14][C:5]=2[N:4]=[C:3]([C:2]([F:1])([F:15])[F:16])[CH:9]([CH2:19][C:20]2[CH:25]=[CH:24][CH:23]=[CH:22][CH:21]=2)[C:8]1=[O:10])[C:20]1[CH:25]=[CH:24][CH:23]=[CH:22][CH:21]=1 |f:1.2|. Procedure details: To a solution of 4-trifluoromethyl-1,3-dihydro-1,5-benzodiazepin-2(2H)-one(3.0 g, 13.1 mmol) in N,N-dimethylformamide(20 mL) was added sodium hydride (content 60%, 1.1 g, 27.5 mmol), and the mixture was stirred for 15 minutes. To the mixture was added benzyl bromide (4.7 g, 27.5 mmol), which was stirred for further 30 minutes. The reaction mixture was diluted with water, which was extracted with ethyl acetate. The extract was washed with water, dried and concentrated. The concentrate was crystal...